From a dataset of the Open Reaction Database (ORD), a public repository of structured organic reaction records. describe an organic reaction: reactants, conditions, products, and yield RXN SMILES: [CH2:1]([CH:2]=[CH2:3])[CH:4]1[CH2:5][CH:6]([C:28](=[O:29])[OH:30])[n:7]2[c:8]1[n:9][cH:10][c:11]([N:14]([C:15](=[O:16])[O:17][CH2:18][c:19]1[cH:20][cH:21][cH:22][cH:23][cH:24]1)[CH2:25][CH:26]=[CH2:27])[c:12]2=[O:13].[CH2:31]([CH:32]=[CH2:33])[N:34]([c:35]1[c:36](=[O:37])[n:38]2[c:64]([n:65][cH:66]1)[C:57]([CH2:58][CH:59]=[CH2:60])([CH2:61][CH:62]=[CH2:63])[CH2:56][CH:39]2[C:40]([N:41]([C:42]([O:43][C:44]([CH3:45])([CH3:46])[CH3:47])=[O:48])[c:49]1[cH:50][cH:51][cH:52][cH:53][cH:54]1)=[O:55])[C:67](=[O:68])[O:69][CH2:70][c:71]1[cH:72][cH:73][cH:74][cH:75][cH:76]1>>[CH2:1]([CH:2]=[CH2:3])[C:4]1([CH2:33][CH:32]=[CH2:31])[CH2:5][CH:6]([C:28](=[O:29])[OH:30])[n:7]2[c:8]1[n:9][cH:10][c:11]([N:14]([C:15](=[O:16])[O:17][CH2:18][c:19]1[cH:20][cH:21][cH:22][cH:23][cH:24]1)[CH2:25][CH:26]=[CH2:27])[c:12]2=[O:13]. Starting materials: C=CCC1CC(C(=O)O)n2c1ncc(N(CC=C)C(=O)OCc1ccccc1)c2=O, C=CCN(C(=O)OCc1ccccc1)c1cnc2n(c1=O)C(C(=O)N(C(=O)OC(C)(C)C)c1ccccc1)CC2(CC=C)CC=C. Product: C=CCN(C(=O)OCc1ccccc1)c1cnc2n(c1=O)C(C(=O)O)CC2(CC=C)CC=C. Starting materials: OC1(CCC2(OCC(CO2)(C)C)CC1)CC=O ((9-hydroxy-3,3-dimethyl-1,5-dioxa-spiro[5.5]undec-9-yl)-acetaldehyde), BrC1=CC=C(C=C1)[C@@H](N)C1CC1 ((S)-(4-bromophenyl)(cyclopropyl)methanamine), Intermediate 2. The product is BrC1=CC=C(C=C1)[C@H](C1CC1)NCCC1(CCC2(OCC(CO2)(C)C)CC1)O (9-(2-{[(S)-(4-Bromo-phenyl)-cyclopropyl-methyl]-amino}-ethyl)-3,3-dimethyl-1,5-dioxa-spiro[5.5]undecan-9-ol). Yield: 71.0%. Reaction SMILES: [OH:1][C:2]1([CH2:15][CH:16]=O)[CH2:14][CH2:13][C:5]2([O:10][CH2:9][C:8]([CH3:12])([CH3:11])[CH2:7][O:6]2)[CH2:4][CH2:3]1.[Br:18][C:19]1[CH:24]=[CH:23][C:22]([C@H:25]([CH:27]2[CH2:29][CH2:28]2)[NH2:26])=[CH:21][CH:20]=1>>[Br:18][C:19]1[CH:20]=[CH:21][C:22]([C@@H:25]([NH:26][CH2:16][CH2:15][C:2]2([OH:1])[CH2:3][CH2:4][C:5]3([O:6][CH2:7][C:8]([CH3:12])([CH3:11])[CH2:9][O:10]3)[CH2:13][CH2:14]2)[CH:27]2[CH2:29][CH2:28]2)=[CH:23][CH:24]=1. Reported procedure: The title compound is prepared from (9-hydroxy-3,3-dimethyl-1,5-dioxa-spiro[5.5]undec-9-yl)-acetaldehyde and (S)-(4-bromophenyl)(cyclopropyl)methanamine following a procedure analogous to that described in Step 3 of Intermediate 2. Yield: 71% of theory; LC (method 1): tR=1.64 min; Mass spectrum (ESI+): m/z=452/454 (Br) [M+H]+.